This data is from the Open Reaction Database (ORD), a public repository of structured organic reaction records. The task is: describe an organic reaction: reactants, conditions, products, and yield The reactants are FC(F)(Br)Br, CN(C)C=O, ClCCl, [H-], [Na+], Sc1nc2ncccc2s1. The product is FC(F)(Br)Sc1nc2ncccc2s1. RXN SMILES: [Br:13][C:14]([F:15])([F:16])[Br:17].[CH3:21][N:22]([CH3:23])[CH:24]=[O:25].[Cl:18][CH2:19][Cl:20].[H-:11].[Na+:12].[s:1]1[c:2]([SH:10])[n:3][c:4]2[n:5][cH:6][cH:7][cH:8][c:9]12>>[s:1]1[c:2]([S:10][C:14]([Br:13])([F:15])[F:16])[n:3][c:4]2[n:5][cH:6][cH:7][cH:8][c:9]12. The reactants are C(C)(C)(C)N=NC1(CCCCC1)N=C=O (1-t-butylazo-1-isocyanatocyclohexane), carbonyl, NC(=O)N (urea), C(C(C)C)N (isobutylamine), product, [N-]=C=O (isocyanate). The solvent is CCCCC (pentane), CCCCC (pentane). Reaction conditions: time 3 hour. The product is C(C)(C)(C)N=NC1(CCCCC1)NC(=O)NCC(C)C (N-[1-(t-Butylazo)cyclohexyl]-N'-isobutylurea). Reaction SMILES: [C:1]([N:5]=[N:6][C:7]1([N:13]=[C:14]=[O:15])[CH2:12][CH2:11][CH2:10][CH2:9][CH2:8]1)([CH3:4])([CH3:3])[CH3:2].[CH2:16]([NH2:20])[CH:17]([CH3:19])[CH3:18].NC(N)=O.[N-]=C=O>CCCCC>[C:1]([N:5]=[N:6][C:7]1([NH:13][C:14]([NH:20][CH2:16][CH:17]([CH3:19])[CH3:18])=[O:15])[CH2:12][CH2:11][CH2:10][CH2:9][CH2:8]1)([CH3:4])([CH3:2])[CH3:3]. Procedure details: To 7.4 grams (0.0353 moles) of 1-t-butylazo-1-isocyanatocyclohexane stirred with a magnetic stirrer in a 50 ml erlenmeyer flask was added 2.59 grams (0.0353 moles) of isobutylamine. The reaction mixture became viscous, was diluted with pentane and stirred for 3 hours at room temperature. The pentane was stripped from the reaction mixture leaving a yellow solid weighing 9.7 grams (97% crude yield). The product melted at 90°-92° C. The infrared spectrum of the product contained a very strong urea ... Reactants: [Br-], [Br-], CC(C=O)OCc1ccccc1, C1CCOC1, [Mg], [Zn+2], BrCCc1cccc2ccccc12. RXN SMILES: [Br-:27].[Br-:29].[CH2:1]([c:2]1[cH:3][cH:4][cH:5][cH:6][cH:7]1)[O:8][CH:9]([CH:10]=[O:11])[CH3:12].[CH2:30]1[O:31][CH2:32][CH2:33][CH2:34]1.[Mg:26].[Zn+2:28].[c:13]1([CH2:23][CH2:24][Br:25])[cH:14][cH:15][cH:16][c:17]2[cH:18][cH:19][cH:20][cH:21][c:22]12>>[CH2:1]([c:2]1[cH:3][cH:4][cH:5][cH:6][cH:7]1)[O:8][CH:9]([CH:10]([OH:11])[CH2:24][CH2:23][c:13]1[cH:14][cH:15][cH:16][c:17]2[cH:18][cH:19][cH:20][cH:21][c:22]12)[CH3:12]. The product is CC(OCc1ccccc1)C(O)CCc1cccc2ccccc12. The reactants are O=C(Cl)c1cccc(S(=O)(=O)Cl)c1, O=C(C=C1Nc2ccccc2N1)c1cc(F)cc(F)c1, C1COCCO1. Yields the product O=C(C(C(=O)c1cccc(S(=O)(=O)Cl)c1)=C1Nc2ccccc2N1)c1cc(F)cc(F)c1. Reaction SMILES: [Cl:21][S:22](=[O:23])(=[O:24])[c:25]1[cH:26][c:27]([C:28](=[O:29])[Cl:30])[cH:31][cH:32][cH:33]1.[F:1][c:2]1[cH:3][c:4]([C:9]([CH:10]=[C:11]2[NH:12][c:13]3[c:14]([cH:16][cH:17][cH:18][cH:19]3)[NH:15]2)=[O:20])[cH:5][c:6]([F:8])[cH:7]1.[O:34]1[CH2:35][CH2:36][O:37][CH2:38][CH2:39]1>>[F:1][c:2]1[cH:3][c:4]([C:9]([C:10](=[C:11]2[NH:12][c:13]3[c:14]([cH:16][cH:17][cH:18][cH:19]3)[NH:15]2)[C:28]([c:27]2[cH:26][c:25]([S:22]([Cl:21])(=[O:23])=[O:24])[cH:33][cH:32][cH:31]2)=[O:29])=[O:20])[cH:5][c:6]([F:8])[cH:7]1. The reactants are NC=1C(=NC=C(N1)N)C(=O)OC (methyl 3,5-diaminopyrazinoate), FF.[He] (fluorine helium). Solvent: F (hydrogen fluoride). Reaction conditions: temperature -78 celsius. Product: NC=1C(=NC(=C(N1)N)F)C(=O)OC (methyl 3,5-diamino-6-fluoropyrazinoate). As a reaction SMILES: [NH2:1][C:2]1[C:3]([C:9]([O:11][CH3:12])=[O:10])=[N:4][CH:5]=[C:6]([NH2:8])[N:7]=1.[F:13]F.[He]>F>[NH2:1][C:2]1[C:3]([C:9]([O:11][CH3:12])=[O:10])=[N:4][C:5]([F:13])=[C:6]([NH2:8])[N:7]=1 |f:1.2|. Procedure details: In a Kel-FR reactor cooled to -78° C in an acetone-dry ice bath is placed methyl 3,5-diaminopyrazinoate (6g.) and liquid hydrogen fluoride (70 ml.). A stream of fluorine-helium mixture (1:4 v/v) is passed through the solution for 51/2 hours at -78° C. followed by a vigorous stream of nitrogen to remove the solvent. The reaction residue is treated with conc. hydrochloric acid (60 ml.), evaporated to dryness, dissolved in water (75 ml.) and neutralized with aqueous sodium hydroxide to give methyl ...